Dataset: the Open Reaction Database (ORD), a public repository of structured organic reaction records. Task: describe an organic reaction: reactants, conditions, products, and yield Reactants: ClC1=CC(=NC=C1)C=1NC(=CC(C1)=O)C1=NC=CC(=C1)Cl (4,4″-dichlor-1′H-[2,2′;6′,2″]terpyridin-4′-on), C(CCC)N1CCNCC1 (1-butyl-piperazine), Zn(II) chloride. Solvent: CC(C)(CC)O (2-methyl-2butanol). Product: C(CCC)N1CCN(CC1)C1=CC(=NC=C1)C=1NC(=CC(C1)=O)C1=NC=CC(=C1)N1CCN(CC1)CCCC (4,4″-bis-(4-butyl-piperazin-1-yl)-1′H-[2,2′;6′,2″]terpyridin-4′-on). RXN SMILES: Cl[C:2]1[CH:7]=[CH:6][N:5]=[C:4]([C:8]2[NH:9][C:10]([C:15]3[CH:20]=[C:19](Cl)[CH:18]=[CH:17][N:16]=3)=[CH:11][C:12](=[O:14])[CH:13]=2)[CH:3]=1.[CH2:22]([N:26]1[CH2:31][CH2:30][NH:29][CH2:28][CH2:27]1)[CH2:23][CH2:24][CH3:25]>CC(O)(CC)C>[CH2:22]([N:26]1[CH2:31][CH2:30][N:29]([C:2]2[CH:7]=[CH:6][N:5]=[C:4]([C:8]3[NH:9][C:10]([C:15]4[CH:20]=[C:19]([N:29]5[CH2:30][CH2:31][N:26]([CH2:22][CH2:23][CH2:24][CH3:25])[CH2:27][CH2:28]5)[CH:18]=[CH:17][N:16]=4)=[CH:11][C:12](=[O:14])[CH:13]=3)[CH:3]=2)[CH2:28][CH2:27]1)[CH2:23][CH2:24][CH3:25]. Procedure: A mixture of 1.12 g (3.52 mmol) 4,4″-dichlor-1′H-[2,2′;6′,2″]terpyridin-4′-on, 10.0 g (70 mmol) 1-butyl-piperazine and 24 mg (0.18 mmol) Zn(II)-chloride in 20 ml 2-methyl-2butanol is refluxed for 18 hours. Afterwards, the solution is concentrated by a rotary evaporator. The raw product is recrystallized from a methanol/water mixture. The yellowish 4,4″-bis-(4-butyl-piperazin-1-yl)-1′H-[2,2′;6′,2″]terpyridin-4′-on is obtained. 1H-NMR (360 MHz, CDCl3): 8.31 (d, 2H, J=5.9 Hz); 7.18 (sm, 2H); 6.94 (... The reactants are C(C1=CC=CC=C1)(C1=CC=CC=C1)(C1=CC=CC=C1)N[C@@H]1C(N[C@H]1C#C[Si](C)(C)C)=O ((3S,4S)-3-tritylamino-4-[2-(trimethylsilyl)ethynyl]-2-azetidinone), [F-].[K+] (potassium fluoride). Run in C(C)O (ethanol), CS(=O)C (dimethyl sulphoxide), CCOCC (ether). Product: C(#C)[C@H]1[C@@H](C(N1)=O)NC(C1=CC=CC=C1)(C1=CC=CC=C1)C1=CC=CC=C1 ((3S,4S)-4-ethynyl-3-tritylamino-2-azetidinone). The yield is 95.8%. Reaction SMILES: [C:1]([NH:20][C@H:21]1[C@H:24]([C:25]#[C:26][Si](C)(C)C)[NH:23][C:22]1=[O:31])([C:14]1[CH:19]=[CH:18][CH:17]=[CH:16][CH:15]=1)([C:8]1[CH:13]=[CH:12][CH:11]=[CH:10][CH:9]=1)[C:2]1[CH:7]=[CH:6][CH:5]=[CH:4][CH:3]=1.[F-].[K+]>C(O)C.CS(C)=O.CCOCC>[C:25]([C@@H:24]1[NH:23][C:22](=[O:31])[C@H:21]1[NH:20][C:1]([C:8]1[CH:13]=[CH:12][CH:11]=[CH:10][CH:9]=1)([C:2]1[CH:3]=[CH:4][CH:5]=[CH:6][CH:7]=1)[C:14]1[CH:19]=[CH:18][CH:17]=[CH:16][CH:15]=1)#[CH:26] |f:1.2|. Reported procedure: 10.0 g (0.024 mol) of (3S,4S)-3-tritylamino-4-[2-(trimethylsilyl)ethynyl]-2-azetidinone and 1.5 g (0.026 mol) of potassium fluoride are stirred at 20° C. for 1.5 hours in 100 ml of ethanol and 100 ml of dimethyl sulphoxide. The solution is diluted with ether, the ether phase is washed with water, dried and evaporated. 8.1 g (85%) of crude (3S,4S)-4-ethynyl-3-tritylamino-2-azetidinone are obtained. Starting materials: C1=C(C=CC2=CC=CC=C12)CC1NCCC2=CC(=C(C=C12)OC)OC (1-(Naphthalen-2-yl-methyl)-6,7-dimethoxy-1,2,3,4-tetrahydroisoquinoline), BrCC(=O)Br (2-bromoacetyl bromide), N[C@H]1[C@H](CC2=CC=CC=C12)O ((1R,2S)-1-amino-2-indanol). Product: C1=C(C=CC2=CC=CC=C12)CC1N(CCC2=CC(=C(C=C12)OC)OC)CC(=O)N[C@H]1[C@H](CC2=CC=CC=C12)O (2-[1-(Naphthalen-2-yl-methyl)-6,7-dimethoxy-3,4-dihydro-1H-isoquinolin-2-yl]-N-[(1R,2S)-2-hydroxy-indan-1-yl]-acetamide). RXN SMILES: [CH:1]1[C:10]2[C:5](=[CH:6][CH:7]=[CH:8][CH:9]=2)[CH:4]=[CH:3][C:2]=1[CH2:11][CH:12]1[C:21]2[C:16](=[CH:17][C:18]([O:24][CH3:25])=[C:19]([O:22][CH3:23])[CH:20]=2)[CH2:15][CH2:14][NH:13]1.Br[CH2:27][C:28](Br)=[O:29].[NH2:31][C@@H:32]1[C:40]2[C:35](=[CH:36][CH:37]=[CH:38][CH:39]=2)[CH2:34][C@@H:33]1[OH:41]>>[CH:1]1[C:10]2[C:5](=[CH:6][CH:7]=[CH:8][CH:9]=2)[CH:4]=[CH:3][C:2]=1[CH2:11][CH:12]1[C:21]2[C:16](=[CH:17][C:18]([O:24][CH3:25])=[C:19]([O:22][CH3:23])[CH:20]=2)[CH2:15][CH2:14][N:13]1[CH2:27][C:28]([NH:31][C@@H:32]1[C:40]2[C:35](=[CH:36][CH:37]=[CH:38][CH:39]=2)[CH2:34][C@@H:33]1[OH:41])=[O:29]. Procedure details: prepared by reaction of 1-(Naphthalen-2-yl-methyl)-6,7-dimethoxy-1,2,3,4-tetrahydroisoquinoline and 2-bromoacetyl bromide with (1R,2S)-1-amino-2-indanol